This data is from the Open Reaction Database (ORD), a public repository of structured organic reaction records. The task is: describe an organic reaction: reactants, conditions, products, and yield The reactants are C(C1=CC=CC=C1)(C1=CC=CC=C1)[C@@H]1OCC[C@H](C1)O (Trans-2-benzhydryl-tetrahydropyran-4-ol), CS(=O)(=O)Cl (methanesulfonyl chloride). Product: C(C1=CC=CC=C1)(C1=CC=CC=C1)[C@@H]1OCC[C@@H](C1)OS(=O)(=O)C (methanesulfonic acid cis-2-benzhydryl-tetrahydropyran-4-ylester). Isolated yield 97.9%. Reaction SMILES: [CH:1]([C@H:14]1[CH2:19][C@H:18]([OH:20])[CH2:17][CH2:16][O:15]1)([C:8]1[CH:13]=[CH:12][CH:11]=[CH:10][CH:9]=1)[C:2]1[CH:7]=[CH:6][CH:5]=[CH:4][CH:3]=1.[CH3:21][S:22](Cl)(=[O:24])=[O:23]>>[CH:1]([C@H:14]1[CH2:19][C@@H:18]([O:20][S:22]([CH3:21])(=[O:24])=[O:23])[CH2:17][CH2:16][O:15]1)([C:8]1[CH:13]=[CH:12][CH:11]=[CH:10][CH:9]=1)[C:2]1[CH:3]=[CH:4][CH:5]=[CH:6][CH:7]=1. Procedure: Cis-2-diphenylmethyl-4-hydroxy-pyran 3b (0.3 g, 1.12 mmol) was reacted with methanesulfonyl chloride (0.26 g, 2.24 mmol) (Procedure A) to give compound 4b (0.38 g, 98%) as an oil. Reagents/catalysts: ICy. Product: c5cc6ccc7ccc(c1ccc2ccc3cccc4ccc1c2c34)c8ccc(c5)c6c78. Starting materials: COc1ccc2ccc3cccc4ccc1c2c34 (substrate), CC2(C)COB(B1OCC(C)(C)CO1)OC2 (effective_coupling_partner). Run at temperature 120 celsius, time 12 hour. Reactants: ClC1=CC=C(C=C1)C1=NN(C(N1C[C@@H](C(F)(F)F)O)=O)CC(=O)NC(CCO)C1=C(C=CC=C1)C (2-{3-(4-Chlorophenyl)-5-oxo-4-[(2S)-3,3,3-trifluoro-2-hydroxypropyl]-4,5-dihydro-1H-1,2,4-triazol-1-yl}-N-[3-hydroxy-1-(2-methylphenyl)propyl]acetamide), ClC1=CC=C(C=C1)C1=NN(C(N1C1CC1)=O)CC(=O)O ([3-(4-chlorophenyl)-4-cyclopropyl-5-oxo-4,5-dihydro-1H-1,2,4-triazol-1-yl]acetic acid), NC(CCO)C1=CC(=CC=C1)OC (3-amino-3-(3-methoxyphenyl)propan-1-ol). The product is ClC1=CC=C(C=C1)C1=NN(C(N1C1CC1)=O)CC(=O)NC(CCO)C1=CC(=CC=C1)OC (2-[3-(4-Chlorophenyl)-4-cyclopropyl-5-oxo-4,5-dihydro-1H-1,2,4-triazol-1-yl]-N-[3-hydroxy-1-(3-methoxyphenyl)propyl]acetamide). Reaction SMILES: [Cl:1][C:2]1[CH:7]=[CH:6][C:5]([C:8]2[N:12]([CH2:13][C@H:14](O)[C:15](F)(F)F)[C:11](=[O:20])[N:10]([CH2:21][C:22]([NH:24][CH:25]([C:29]3[CH:34]=[CH:33][CH:32]=[CH:31][C:30]=3C)[CH2:26][CH2:27][OH:28])=[O:23])[N:9]=2)=[CH:4][CH:3]=1.ClC1C=CC(C2N(C3CC3)[C:46](=[O:51])N(CC(O)=O)N=2)=CC=1.NC(C1C=CC=C(OC)C=1)CCO>>[Cl:1][C:2]1[CH:7]=[CH:6][C:5]([C:8]2[N:12]([CH:13]3[CH2:14][CH2:15]3)[C:11](=[O:20])[N:10]([CH2:21][C:22]([NH:24][CH:25]([C:29]3[CH:30]=[CH:31][CH:32]=[C:33]([O:51][CH3:46])[CH:34]=3)[CH2:26][CH2:27][OH:28])=[O:23])[N:9]=2)=[CH:4][CH:3]=1. Reported procedure: In the same way as for the compound from Example 86, 30 mg (0.10 mmol) of [3-(4-chlorophenyl)-4-cyclopropyl-5-oxo-4,5-dihydro-1H-1,2,4-triazol-1-yl]acetic acid (for preparation see WO 2007/134862, Example 88A) and 20 mg (0.11 mmol) of 3-amino-3-(3-methoxyphenyl)propan-1-ol were reacted. This gave 30 mg (63% of theory) of the target compound. Starting materials: O.O.O.[F-].C(CCC)[N+](CCCC)(CCCC)CCCC (tetrabutylammonium fluoride trihydrate), O1C2CCOC3=C(C21)C=CC=C3 (4,5-epoxy-2,3,4,5-tetrahydro-1-benzoxepin), ClC=1C=CC(=NC1)O[Si](C)(C)C (5-chloro-2-trimethylsilyloxy-pyridine). Run in O (water). Conditions: temperature 90 celsius. Product: ClC=1C=CC(N(C1)[C@H]1[C@@H](CCOC2=C1C=CC=C2)O)=O (Trans-5-(5-chloro-1,2-dihydro-2-oxo-pyrid-1-yl)-2,3,4,5-tetrahydro-1-benzoxepin-4-ol). Reaction SMILES: O.O.O.[F-].C([N+](CCCC)(CCCC)CCCC)CCC.[O:22]1[CH:29]2[CH:23]1[CH2:24][CH2:25][O:26][C:27]1[CH:33]=[CH:32][CH:31]=[CH:30][C:28]=12.[Cl:34][C:35]1[CH:36]=[CH:37][C:38]([O:41][Si](C)(C)C)=[N:39][CH:40]=1>O>[Cl:34][C:35]1[CH:36]=[CH:37][C:38](=[O:41])[N:39]([C@@H:29]2[C:28]3[CH:30]=[CH:31][CH:32]=[CH:33][C:27]=3[O:26][CH2:25][CH2:24][C@H:23]2[OH:22])[CH:40]=1 |f:0.1.2.3.4|. Reported procedure: 22.7 g (72 mmol) of tetrabutylammonium fluoride trihydrate are added to a mixture of 10.54 g (65 mmol) of 4,5-epoxy-2,3,4,5-tetrahydro-1-benzoxepin and 19.4 g (96 mmol) of 5-chloro-2-trimethylsilyloxy-pyridine, and the mixture is heated at 90° C. for 3 hours. The mixture is stirred into water and extracted several times with ethyl acetate. The combined organic phases are washed with water and saturated sodium chloride solution, and the solvent is evaporated off in vacuo. The residue is crystalli... The reactants are C(C1=CC=CC=C1)(=O)NC1=CC=C(C=C1)C1=CC=C2CN(C(C2=C1)=O)[C@H](C(=O)OC)C(C)C ((S)-Methyl 2-(6-(4-benzamidophenyl)-1-oxoisoindolin-2-yl)-3-methylbutanoate), NC1=CC=C(C=C1)C1=CC=C2CN(C(C2=C1)=O)[C@H](C(=O)OC)C(C)C ((S)-Methyl 2-(6-(4-aminophenyl)-1-oxoisoindolin-2-yl)-3-methylbutanoate), FC1=C(C(=O)Cl)C=CC(=C1)F (2,4-difluorobenzoyl chloride), compound, compound. Product: FC1=C(C(=O)NC2=CC=C(C=C2)C2=CC=C3CN(C(C3=C2)=O)[C@H](C(=O)OC)C(C)C)C=CC(=C1)F ((S)-Methyl 2-(6-(4-(2,4-difluorobenzamido)phenyl)-1-oxoisoindolin-2-yl)-3-methylbutanoate). RXN SMILES: C(NC1C=CC(C2C=C3C(CN([C@@H](C(C)C)C(OC)=O)C3=O)=CC=2)=CC=1)(=O)C1C=CC=CC=1.[NH2:34][C:35]1[CH:40]=[CH:39][C:38]([C:41]2[CH:49]=[C:48]3[C:44]([CH2:45][N:46]([C@@H:51]([CH:56]([CH3:58])[CH3:57])[C:52]([O:54][CH3:55])=[O:53])[C:47]3=[O:50])=[CH:43][CH:42]=2)=[CH:37][CH:36]=1.[F:59][C:60]1[CH:68]=[C:67]([F:69])[CH:66]=[CH:65][C:61]=1[C:62](Cl)=[O:63]>>[F:59][C:60]1[CH:68]=[C:67]([F:69])[CH:66]=[CH:65][C:61]=1[C:62]([NH:34][C:35]1[CH:36]=[CH:37][C:38]([C:41]2[CH:49]=[C:48]3[C:44]([CH2:45][N:46]([C@@H:51]([CH:56]([CH3:58])[CH3:57])[C:52]([O:54][CH3:55])=[O:53])[C:47]3=[O:50])=[CH:43][CH:42]=2)=[CH:39][CH:40]=1)=[O:63]. Reported procedure: The compound of example 109 was prepared analogous to compound of example 97 by reaction of compound of example 6 with 2,4-difluorobenzoyl chloride. The compound of example 109 was used directly without isolation for the preparation of compound of example 110. Reactants: ClC=1C=C(C=CC1)N=C(CC)OCC (Ethyl N-(3-chlorophenyl)propionimidate), C(CCCCCCC)N (n-octyl-amine), O.C1(=CC=C(C=C1)S(=O)(=O)O)C (p-toluenesulfonic acid monohydrate). The product is C(CCCCCCC)NC(CC)=NC1=CC(=CC=C1)Cl (N-n-octyl-N'-(3-chlorophenyl)propionamidine). As a reaction SMILES: [Cl:1][C:2]1[CH:3]=[C:4]([N:8]=[C:9](OCC)[CH2:10][CH3:11])[CH:5]=[CH:6][CH:7]=1.[CH2:15]([NH2:23])[CH2:16][CH2:17][CH2:18][CH2:19][CH2:20][CH2:21][CH3:22].O.C1(C)C=CC(S(O)(=O)=O)=CC=1>>[CH2:15]([NH:23][C:9](=[N:8][C:4]1[CH:5]=[CH:6][CH:7]=[C:2]([Cl:1])[CH:3]=1)[CH2:10][CH3:11])[CH2:16][CH2:17][CH2:18][CH2:19][CH2:20][CH2:21][CH3:22] |f:2.3|. Procedure: Ethyl N-(3-chlorophenyl)propionimidate (1 part), n-octyl-amine (1 part), and a catalytic amount of p-toluenesulfonic acid monohydrate were charged to a flask fitted with a condenser and drying tube (CaSO4) and the mixture was refluxed for 15 hours, after which the flask was fitted with a 10 cm Vigreaux column and the ethanol that had formed (0.8 part) distilled off slowly (3 hours). The reaction mixture was then distilled at reduced pressure (0.15 mm Hg) to give N-n-octyl-N'-(3-chlorophenyl)prop...